describe an organic reaction: reactants, conditions, products, and yield From a dataset of the Open Reaction Database (ORD), a public repository of structured organic reaction records. The reactants are C12(CCC(CC1)C2)C2=CC=CC2=C (norbornylfulvene), [H-].[H-].[H-].[H-].[Li+].[Al+3] (LiAlH4), O (water), O (water), C(C)OCC (diethyl ether). Solvent: O1CCCC1 (tetrahydrofuran). Reaction conditions: time 17 hour. Yields the product C12(CCC(CC1)C2)C2=CC=CC2 (norbornylcyclopentadiene). RXN SMILES: [C:1]12([C:8]3[C:12](=C)[CH:11]=[CH:10][CH:9]=3)[CH2:7][CH:4]([CH2:5][CH2:6]1)[CH2:3][CH2:2]2.[H-].[H-].[H-].[H-].[Li+].[Al+3].O.C(OCC)C>O1CCCC1>[C:1]12([C:8]3[CH2:12][CH:11]=[CH:10][CH:9]=3)[CH2:7][CH:4]([CH2:3][CH2:2]1)[CH2:5][CH2:6]2 |f:1.2.3.4.5.6|. Reported procedure: A solution of norbornylfulvene (14.37 g, 90.8 mmol) dissolved in 100 mL tetrahydrofuran was cooled to 0° C. before LiAlH4 (5.00 g, 132 mmol) was added over 2 minutes. After stirring at room temperature for 17 hours, the reaction was cooled to 0° C. and 100 mL water were added dropwise over 1 hour. Then, 200 mL water/50 mL concentrated aqueous HCl and 100 mL diethyl ether were added. The organic layer was isolated and the aqueous layer was extracted with diethyl ether (3×50 mL). The organic layer...